Dataset: the Open Reaction Database (ORD), a public repository of structured organic reaction records. Task: describe an organic reaction: reactants, conditions, products, and yield Procedure details: The title compound was prepared as described in Example 1 starting with (A) of Example 1 (2.0 g, 6.4 mmol) and using N-methylpiperazine in place of dibutylamine to produce 0.56 g (25% yield of the free base of the title compound which was converted to the HCl salt, mp 250°-252° C. IR: 1600 cm-1. MS: 378(MH+). 1H NMR (CDCl3): δ 7.82-7.00 (m, 10H), 4.13 (t, J=5.2 Hz, 2H), 3.31 (m, 13H), 2.41 (m, 2H). Isolated yield 25.0%. RXN SMILES: ClCCCO[C:6]1[CH:11]=[CH:10][CH:9]=[CH:8][C:7]=1/[CH:12]=[CH:13]/[C:14]1[O:15][C:16]2[CH:22]=[CH:21][CH:20]=[CH:19][C:17]=2[N:18]=1.[CH3:23][N:24]1[CH2:29][CH2:28][NH:27][CH2:26][CH2:25]1>>[CH3:23][N:24]1[CH2:29][CH2:28][N:27]([CH2:12][CH2:13][CH2:14][O:15][C:9]2[CH:8]=[C:7](/[CH:12]=[CH:13]/[C:14]3[O:15][C:16]4[CH:22]=[CH:21][CH:20]=[CH:19][C:17]=4[N:18]=3)[CH:6]=[CH:11][CH:10]=2)[CH2:26][CH2:25]1. Product: free base, CN1CCN(CC1)CCCOC=1C=C(C=CC1)/C=C/C=1OC2=C(N1)C=CC=C2 ((E)-2-[2-[3-[3-(4-Methylpiperazino)propoxy]phenyl]ethenyl]benzoxazole). Reactants: ClCCCOC1=C(C=CC=C1)/C=C/C=1OC2=C(N1)C=CC=C2 ((E)-2-[2-(3-chloropropoxyphenyl)ethenyl]benzoxazole), CN1CCNCC1 (N-methylpiperazine).